The task is: describe an organic reaction: reactants, conditions, products, and yield. This data is from the Open Reaction Database (ORD), a public repository of structured organic reaction records. Reactants: CC12CC3OC3CC1CCC1C2CCC2(C)C(O)C(N3CCC4(CC3)OCCO4)CC12, OC1CCNCC1. Yields the product CC12CC(N3CCC(O)CC3)C(O)CC1CCC1C2CCC2(C)C(O)C(N3CCC4(CC3)OCCO4)CC12. Reaction SMILES: [O:1]1[CH2:2][CH2:3][O:4][C:5]12[CH2:6][CH2:7][N:8]([CH:11]1[CH:12]([OH:31])[C:13]3([CH3:14])[CH:15]([CH2:16]1)[CH:17]1[CH2:18][CH2:19][CH:20]4[CH2:21][CH:22]5[CH:23]([CH2:24][C:25]4([CH3:26])[CH:27]1[CH2:28][CH2:29]3)[O:30]5)[CH2:9][CH2:10]2.[OH:32][CH:33]1[CH2:34][CH2:35][NH:36][CH2:37][CH2:38]1>>[O:1]1[CH2:2][CH2:3][O:4][C:5]12[CH2:6][CH2:7][N:8]([CH:11]1[CH:12]([OH:31])[C:13]3([CH3:14])[CH:15]([CH2:16]1)[CH:17]1[CH2:18][CH2:19][CH:20]4[CH2:21][CH:22]([OH:30])[CH:23]([N:36]5[CH2:35][CH2:34][CH:33]([OH:32])[CH2:38][CH2:37]5)[CH2:24][C:25]4([CH3:26])[CH:27]1[CH2:28][CH2:29]3)[CH2:9][CH2:10]2. The reactants are C(C)(=O)NC=1SC(=C(N1)C)C1=CC=C(S1)S(=O)(=O)Cl (5-[2-(acetylamino)-4-methyl-1,3-thiazol-5-yl]thiophene-2-sulfonyl chloride), N1(CCNCC1)C(C)=O (1-Piperazin-1-yl-ethanone), C(C)(C)N(CC)C(C)C (diisopropylethylamine). Run in C(Cl)Cl (DCM). Run at time 3 hour. Yields the product C(C)(=O)N1CCN(CC1)S(=O)(=O)C1=CC=C(S1)C1=C(N=C(S1)NC(C)=O)C (N-(5-{5-[(4-acetylpiperazin-1-yl)sulfonyl]-2-thienyl}-4-methyl-1,3-thiazol-2-yl)acetamide). RXN SMILES: [C:1]([NH:4][C:5]1[S:6][C:7]([C:11]2[S:15][C:14]([S:16](Cl)(=[O:18])=[O:17])=[CH:13][CH:12]=2)=[C:8]([CH3:10])[N:9]=1)(=[O:3])[CH3:2].[N:20]1([C:26](=[O:28])[CH3:27])[CH2:25][CH2:24][NH:23][CH2:22][CH2:21]1.C(N(C(C)C)CC)(C)C>C(Cl)Cl>[C:26]([N:20]1[CH2:25][CH2:24][N:23]([S:16]([C:14]2[S:15][C:11]([C:7]3[S:6][C:5]([NH:4][C:1](=[O:3])[CH3:2])=[N:9][C:8]=3[CH3:10])=[CH:12][CH:13]=2)(=[O:18])=[O:17])[CH2:22][CH2:21]1)(=[O:28])[CH3:27]. Procedure: 5-[2-(acetylamino)-4-methyl-1,3-thiazol-5-yl]thiophene-2-sulfonyl chloride, prepared as in Step II of Example 1 (100 mg; 0.3 mmol; 1 eq) is dissolved in anhydrous DCM (5 ml). The reaction is put under nitrogen. 1-Piperazin-1-yl-ethanone (76.1 mg; 0.59 mmol; 2 eq), diisopropylethylamine (0.3 ml; 1.78 mmol; 6 eq) are added successively and the reaction mixture is stirred for 3 hours at room temperature. The solvents are evaporated and the crude product is purified by preparative HPLC. Compound (2)... Reactants: BrBr, ClC(Cl)(Cl)Cl, c1cc2c3c(c1)Cc1cccc(c1-3)CC2. The product is Brc1cc2c3c(c1)Cc1cccc(c1-3)CC2. RXN SMILES: [Br:16][Br:17].[Cl:18][C:19]([Cl:20])([Cl:21])[Cl:22].[cH:1]1[cH:2][cH:3][c:4]2[c:5]3[c:14]1[CH2:13][CH2:12][c:11]1[c:6]-3[c:7]([cH:8][cH:9][cH:10]1)[CH2:15]2>>[cH:1]1[c:2]([Br:16])[cH:3][c:4]2[c:5]3[c:14]1[CH2:13][CH2:12][c:11]1[c:6]-3[c:7]([cH:8][cH:9][cH:10]1)[CH2:15]2. Starting materials: ClC1=C(OC2=C(C=C(C(=O)O)C=C2NS(=O)(=O)C2=CC=C(C=C2)OC)OCCO)C=C(C=C1)OC (4-(2-chloro-5-methoxy-phenoxy)-3-(2-hydroxy-ethoxy)-5-(4-methoxy-benzenesulphonylamino)-benzoic acid), NC1=CC=CC=C1 (aniline). The product is ClC1=C(OC2=C(C=C(C(=O)NC3=CC=CC=C3)C=C2NS(=O)(=O)C2=CC=C(C=C2)OC)OCCO)C=C(C=C1)OC (4-(2-chloro-5-methoxy-phenoxy)-3-(2-hydroxy-ethoxy)-5-(4-methoxy-benzenesulphonylamino)-N-phenyl-benzamide). As a reaction SMILES: [Cl:1][C:2]1[CH:33]=[CH:32][C:31]([O:34][CH3:35])=[CH:30][C:3]=1[O:4][C:5]1[C:13]([NH:14][S:15]([C:18]2[CH:23]=[CH:22][C:21]([O:24][CH3:25])=[CH:20][CH:19]=2)(=[O:17])=[O:16])=[CH:12][C:8]([C:9](O)=[O:10])=[CH:7][C:6]=1[O:26][CH2:27][CH2:28][OH:29].[NH2:36][C:37]1[CH:42]=[CH:41][CH:40]=[CH:39][CH:38]=1>>[Cl:1][C:2]1[CH:33]=[CH:32][C:31]([O:34][CH3:35])=[CH:30][C:3]=1[O:4][C:5]1[C:13]([NH:14][S:15]([C:18]2[CH:23]=[CH:22][C:21]([O:24][CH3:25])=[CH:20][CH:19]=2)(=[O:17])=[O:16])=[CH:12][C:8]([C:9]([NH:36][C:37]2[CH:42]=[CH:41][CH:40]=[CH:39][CH:38]=2)=[O:10])=[CH:7][C:6]=1[O:26][CH2:27][CH2:28][OH:29]. Reported procedure: Analogously to Example 74, by condensing 4-(2-chloro-5-methoxy-phenoxy)-3-(2-hydroxy-ethoxy)-5-(4-methoxy-benzenesulphonylamino)-benzoic acid with aniline there was obtained 4-(2-chloro-5-methoxy-phenoxy)-3-(2-hydroxy-ethoxy)-5-(4-methoxy-benzenesulphonylamino)-N-phenyl-benzamide. Starting materials: C([O-])([O-])=O.[Na+].[Na+] (sodium carbonate), S(O)(O)(=O)=O (sulfuric acid), CC1(C2CCC(C1)C2)O (2-methyl-2-norbornanol), C(C)(=O)O (acetic acid). The solvent is O (water). Conditions: temperature 60 celsius, time 3 hour. Product: C(C)(=O)OC1C2(CCC(C1)C2)C (1-methyl-2-norbornyl acetate). Reaction SMILES: S(=O)(=O)(O)O.C[C:7]1([OH:14])[CH2:12][CH:11]2[CH2:13][CH:8]1[CH2:9][CH2:10]2.[C:15]([OH:18])(=O)[CH3:16].[C:19](=O)([O-])[O-].[Na+].[Na+]>O>[C:15]([O:14][CH:7]1[CH2:12][CH:11]2[CH2:13][C:8]1([CH3:19])[CH2:9][CH2:10]2)(=[O:18])[CH3:16] |f:3.4.5|. Procedure details: 1 ml of 75% sulfuric acid was added to 240.0 g (1.9M) of the alcohol (II) obtained in 1--1) above and 500 ml of glacial acetic acid and the resulting mixture was stirred at 60° C. for three hours. After cooling, the reaction mixture was diluted with 3 l of water and then neutralized with sodium carbonate.